This data is from the Open Reaction Database (ORD), a public repository of structured organic reaction records. The task is: describe an organic reaction: reactants, conditions, products, and yield Reactants: O (water), C(C)(=O)O (acetic acid), C(C1=CC=CC=C1)OC=1C(=CC(=C(C1)CC#N)[N+](=O)[O-])C(F)(F)F (5-Benzyloxy-2-nitro-4-(trifluoromethyl)phenylacetonitrile). Reagents/catalysts: [Pd] (palladium on carbon). Solvent: C(C)O (ethanol). Product: OC=1C=C2C=CNC2=CC1C(F)(F)F (5-hydroxy-6-trifluoromethylindole). Yield: 84.4%. Reaction SMILES: C([O:8][C:9]1[C:10]([C:21]([F:24])([F:23])[F:22])=[CH:11][C:12]([N+:18]([O-])=O)=[C:13]([CH2:15][C:16]#N)[CH:14]=1)C1C=CC=CC=1.O.C(O)(=O)C>C(O)C.[Pd]>[OH:8][C:9]1[CH:14]=[C:13]2[C:12](=[CH:11][C:10]=1[C:21]([F:24])([F:23])[F:22])[NH:18][CH:16]=[CH:15]2. Reported procedure: 5-Benzyloxy-2-nitro-4-(trifluoromethyl)phenylacetonitrile (2.22 g, 6.6 mmol) was dissolved in ethanol (45 ml), water (5 ml) and acetic acid (0.32 ml) then hydrogenated with 10% palladium on carbon at 1 atmosphere pressure for 2 hours. The catalyst was filtered off and filtrate evaporated to give 5-hydroxy-6-trifluoromethylindole (1.12 g, 84%). Starting materials: C(C)(C)N1C(CC(C2=CC(=CC=C12)N)(C)C)=O ((1-isopropyl-4,4-dimethyl-2-oxo-1,2,3,4-tetrahydroquinolin-6-yl)amine), C(C)(C)N1C(CC(C2=CC(=CC=C12)N)(C)C)=O ((1-isopropyl-4,4-dimethyl-2-oxo-1,2,3,4-tetrahydroquinolin-6-yl)amine), O (water), CCOCC (ether), BINAP, C([O-])([O-])=O.[Cs+].[Cs+] (cesium carbonate), (S)-(-)-2,2'-bis(diphenylphosphino)1,1'-binaphthyl. The reagents and catalysts are C=1C=CC(=CC1)/C=C/C(=O)/C=C/C2=CC=CC=C2.C=1C=CC(=CC1)/C=C/C(=O)/C=C/C2=CC=CC=C2.C=1C=CC(=CC1)/C=C/C(=O)/C=C/C2=CC=CC=C2.[Pd].[Pd] (Pd2 (dba)3), C=1C=CC(=CC1)/C=C/C(=O)/C=C/C2=CC=CC=C2.C=1C=CC(=CC1)/C=C/C(=O)/C=C/C2=CC=CC=C2.C=1C=CC(=CC1)/C=C/C(=O)/C=C/C2=CC=CC=C2.[Pd].[Pd] (tris(dibenzylideneacetone)dipalladium(0)). Solvent: C1(=CC=CC=C1)C (toluene). Run at time 16 hour. Yields the product C(C)(C)N1C(CC(C2=CC(=CC=C12)NC1=CC=C(C(=O)OCC)C=C1)(C)C)=O (Ethyl 4-[(1-isopropyl-4,4-dimethyl-2-oxo-1,2,3,4-tetrahydroquinolin-6-yl)amino]benzoate). As a reaction SMILES: C(=O)([O-])[O-].[Cs+].[Cs+].[CH:7]([N:10]1[C:19]2[C:14](=[CH:15][C:16]([NH2:20])=[CH:17][CH:18]=2)[C:13]([CH3:22])([CH3:21])[CH2:12][C:11]1=[O:23])([CH3:9])[CH3:8].[OH2:24].[CH3:25][CH2:26][O:27][CH2:28][CH3:29]>C1(C)C=CC=CC=1.C1C=CC(/C=C/C(/C=C/C2C=CC=CC=2)=O)=CC=1.C1C=CC(/C=C/C(/C=C/C2C=CC=CC=2)=O)=CC=1.C1C=CC(/C=C/C(/C=C/C2C=CC=CC=2)=O)=CC=1.[Pd].[Pd]>[CH:7]([N:10]1[C:19]2[C:14](=[CH:15][C:16]([NH:20][C:13]3[CH:14]=[CH:15][C:25]([C:26]([O:27][CH2:28][CH3:29])=[O:24])=[CH:11][CH:12]=3)=[CH:17][CH:18]=2)[C:13]([CH3:21])([CH3:22])[CH2:12][C:11]1=[O:23])([CH3:9])[CH3:8] |f:0.1.2,7.8.9.10.11|. Procedure details: A 25 mL round bottom flask was connected to a reflux condenser and the apparatus flame-dried under high vacuum. The vacuum was broken by the addition of dry argon, and the flask was allowed to cool to room temperature. The flask was charged with 0.295 g (0.90 mmol) of powdered anhydrous cesium carbonate, 12 mg (0.013 mmol) of tris(dibenzylideneacetone)dipalladium(0) (Pd2 (dba)3), and 12 mg (0.019 mmol) of (S)-(-)-2,2'-bis(diphenylphosphino)1,1'-binaphthyl (BINAP), and the apparatus was evacuated... Procedure details: To a stirred solution of 0.05 g of lithium hydroxide monohydrate in 7.7 ml of water, is added a solution of 4.37 g of ethyl 3-aminopropyl(di-n-propyloxymethyl)phosphinate in 16.2 ml of ethanol. A slight exothermic reaction ensues and the reaction mixture becomes cloudy.A further 2 ml of water are added and the clear solution stirred at room temperature for 5 days. After: this time the mixture is concentrated in vacuo at 55° and the residue redissolved in water and extracted with 3×10 ml of dichl... Solvent: O (water), C(C)O (ethanol), O (water). Conditions: time 5 day. Reaction SMILES: O.[OH-].[Li+].[NH2:4][CH2:5][CH2:6][CH2:7][P:8]([CH:13]([O:18][CH2:19][CH2:20][CH3:21])[O:14][CH2:15][CH2:16][CH3:17])(=[O:12])[O:9]CC>O.C(O)C>[NH2:4][CH2:5][CH2:6][CH2:7][P:8]([CH:13]([O:18][CH2:19][CH2:20][CH3:21])[O:14][CH2:15][CH2:16][CH3:17])(=[O:9])[OH:12] |f:0.1.2|. Starting materials: O.[OH-].[Li+] (lithium hydroxide monohydrate), NCCCP(OCC)(=O)C(OCCC)OCCC (ethyl 3-aminopropyl(di-n-propyloxymethyl)phosphinate). Product: NCCCP(O)(=O)C(OCCC)OCCC (3-aminopropyl(di-n-propyloxymethyl) phosphinic acid).